This data is from the Open Reaction Database (ORD), a public repository of structured organic reaction records. The task is: describe an organic reaction: reactants, conditions, products, and yield The reactants are ClCC1=CC=C(C=C)C=C1 (p-chloromethylstyrene), C1=CC=C(C=C1)NC2=CC=C(C=C2)N (p-aminodiphenylamine), C1(=CC=CC=C1)C (toluene), C(O)([O-])=O.[Na+] (sodium hydrogen carbonate). Run in O (water). Yields the product N(C1=CC=CC=C1)C1=CC=C(NCC2=CC=C(C=C2)C=C)C=C1 (4-anilino-N-(4-vinylbenzyl)aniline). The yield is 82.9%. RXN SMILES: [CH:1]1[CH:6]=[CH:5][C:4]([NH:7][C:8]2[CH:13]=[CH:12][C:11]([NH2:14])=[CH:10][CH:9]=2)=[CH:3][CH:2]=1.C1(C)C=CC=CC=1.C(=O)([O-])O.[Na+].Cl[CH2:28][C:29]1[CH:36]=[CH:35][C:32]([CH:33]=[CH2:34])=[CH:31][CH:30]=1>O>[NH:7]([C:8]1[CH:13]=[CH:12][C:11]([NH:14][CH2:28][C:29]2[CH:36]=[CH:35][C:32]([CH:33]=[CH2:34])=[CH:31][CH:30]=2)=[CH:10][CH:9]=1)[C:4]1[CH:3]=[CH:2][CH:1]=[CH:6][CH:5]=1 |f:2.3|. Procedure: 36.8 g (0.2 mole) of p-aminodiphenylamine was added to 200 ml of toluene, and 16.8 g of sodium hydrogen carbonate and 30 ml of water was added. With stirring, 30.5 g (0.2 mole) of p-chloromethylstyrene was added dropwise to the mixture at 60° C. After the addition, the mixture was stirred at less than 60° C. for 4 hours. The resulting precipitate was separated, and washed with water to afford 49.8 g (yield 83%) of 4-anilino-N-(4-vinylbenzyl)aniline having a melting point of 143° C.